This data is from the Open Reaction Database (ORD), a public repository of structured organic reaction records. The task is: describe an organic reaction: reactants, conditions, products, and yield Reactants: C(C)(C)(C)O[C@H](C(=O)OCC)C=1C(=NC(=C(C1N1CCC(CC1)(C)C)C1=CC=C(C=C1)OCC1=CC=NC=C1)C)C ((S)-ethyl 2-(tert-butoxy)-2-(4-(4,4-dimethylpiperidin-1-yl)-2,6-dimethyl-5-(4-(pyridin-4-ylmethoxy)phenyl)pyridin-3-yl)acetate), [OH-].[Na+] (NaOH). The solvent is CCO (EtOH). Yields the product C(C)(C)(C)O[C@H](C(=O)O)C=1C(=NC(=C(C1N1CCC(CC1)(C)C)C1=CC=C(C=C1)OCC1=CC=NC=C1)C)C ((S)-2-(tert-butoxy)-2-(4-(4,4-dimethylpiperidin-1-yl)-2,6-dimethyl-5-(4-(pyridin-4-ylmethoxy)phenyl)pyridin-3-yl)acetic acid). The yield is 82.6%. RXN SMILES: [C:1]([O:5][C@@H:6]([C:12]1[C:13]([CH3:41])=[N:14][C:15]([CH3:40])=[C:16]([C:26]2[CH:31]=[CH:30][C:29]([O:32][CH2:33][C:34]3[CH:39]=[CH:38][N:37]=[CH:36][CH:35]=3)=[CH:28][CH:27]=2)[C:17]=1[N:18]1[CH2:23][CH2:22][C:21]([CH3:25])([CH3:24])[CH2:20][CH2:19]1)[C:7]([O:9]CC)=[O:8])([CH3:4])([CH3:3])[CH3:2].[OH-].[Na+]>CCO>[C:1]([O:5][C@@H:6]([C:12]1[C:13]([CH3:41])=[N:14][C:15]([CH3:40])=[C:16]([C:26]2[CH:27]=[CH:28][C:29]([O:32][CH2:33][C:34]3[CH:35]=[CH:36][N:37]=[CH:38][CH:39]=3)=[CH:30][CH:31]=2)[C:17]=1[N:18]1[CH2:23][CH2:22][C:21]([CH3:25])([CH3:24])[CH2:20][CH2:19]1)[C:7]([OH:9])=[O:8])([CH3:4])([CH3:2])[CH3:3] |f:1.2|. Procedure details: A solution of (S)-ethyl 2-(tert-butoxy)-2-(4-(4,4-dimethylpiperidin-1-yl)-2,6-dimethyl-5-(4-(pyridin-4-ylmethoxy)phenyl)pyridin-3-yl)acetate (0.013 g, 0.023 mmol) and 1M NaOH (0.232 ml, 0.232 mmol) in EtOH (1 mL) was refluxed for 6 h. Then, cooled and purified by prep-HPLC to afford (S)-2-(tert-butoxy)-2-(4-(4,4-dimethylpiperidin-1-yl)-2,6-dimethyl-5-(4-(pyridin-4-ylmethoxy)phenyl)pyridin-3-yl)acetic acid (0.0101 g, 0.019 mmol, 82% yield) as solid. 1H NMR (500 MHz, DMSO-d6) δ 8.58 (d, J=5.5 Hz, ... Starting materials: COC(=O)C(Oc1ccc(CCC(=O)OCc2ccccc2)cc1)C(=O)N(C)CCO, CO, [H][H]. The product is COC(=O)C(Oc1ccc(CCC(=O)O)cc1)C(=O)N(C)CCO. Reaction SMILES: [CH2:1]([c:2]1[cH:3][cH:4][cH:5][cH:6][cH:7]1)[O:8][C:9]([CH2:10][CH2:11][c:12]1[cH:13][cH:14][c:15]([O:18][CH:19]([C:20](=[O:21])[O:22][CH3:23])[C:24]([N:25]([CH3:26])[CH2:27][CH2:28][OH:29])=[O:30])[cH:16][cH:17]1)=[O:31].[CH3:34][OH:35].[H:32][H:33]>>[O:8]=[C:9]([CH2:10][CH2:11][c:12]1[cH:13][cH:14][c:15]([O:18][CH:19]([C:20](=[O:21])[O:22][CH3:23])[C:24]([N:25]([CH3:26])[CH2:27][CH2:28][OH:29])=[O:30])[cH:16][cH:17]1)[OH:31]. Reactants: S1C(=NC=C1)NS(=O)(=O)C1=CC=C(C(=N)NN=CC2=CC(=C(C=C2)Cl)Cl)C=C1 (4-(thiazol-2-ylsulfamoyl)-N-(3,4-dichloro-benzylideneamino)-benzamidine), [BH3-]C#N.[Na+] (NaCNBH3), Cl (HCl). Solvent: C1CCOC1 (THF). The product is S1C(=NC=C1)NS(=O)(=O)C1=CC=C(C(=N)NNCC2=CC(=C(C=C2)Cl)Cl)C=C1 (4-(thiazol-2-ylsulfamoyl)-N-(3,4-dichlorobenzylamino)-benzamidine). Isolated yield 23.3%. Reaction SMILES: [S:1]1[CH:5]=[CH:4][N:3]=[C:2]1[NH:6][S:7]([C:10]1[CH:28]=[CH:27][C:13]([C:14]([NH:16][N:17]=[CH:18][C:19]2[CH:24]=[CH:23][C:22]([Cl:25])=[C:21]([Cl:26])[CH:20]=2)=[NH:15])=[CH:12][CH:11]=1)(=[O:9])=[O:8].[BH3-]C#N.[Na+].Cl>C1COCC1>[S:1]1[CH:5]=[CH:4][N:3]=[C:2]1[NH:6][S:7]([C:10]1[CH:11]=[CH:12][C:13]([C:14]([NH:16][NH:17][CH2:18][C:19]2[CH:24]=[CH:23][C:22]([Cl:25])=[C:21]([Cl:26])[CH:20]=2)=[NH:15])=[CH:27][CH:28]=1)(=[O:9])=[O:8] |f:1.2|. Procedure details: A solution of 4-(thiazol-2-ylsulfamoyl)-N-(3,4-dichloro-benzylideneamino)-benzamidine (0.387 mmol) and NaCNBH3 (large excess) was stirred in THF (5 mL) at room temperature. To the solution was added 6 N HCl drop wise until all starting material is consumed. The solution was quenched with sat NaHCO3 and extracted with ethyl acetate. The organic phase was collected and concentrated in vacuo. The crude product was purification by reverse phase chromatography to yield 4-(thiazol-2-ylsulfamoyl)-N-(3,... Yields the product CON(C)C(=O)c1ccccn1. RXN SMILES: [CH3:11][NH:12][O:13][CH3:14].[CH:15]([N:16]([CH:17]([CH3:18])[CH3:19])[CH2:20][CH3:21])([CH3:22])[CH3:23].[Cl:24][CH2:25][Cl:26].[ClH:10].[OH:1][C:2](=[O:3])[c:4]1[cH:5][cH:6][cH:7][cH:8][n:9]1>>[O:1]=[C:2]([c:4]1[cH:5][cH:6][cH:7][cH:8][n:9]1)[N:12]([CH3:11])[O:13][CH3:14]. Starting materials: CNOC, CCN(C(C)C)C(C)C, ClCCl, Cl, O=C(O)c1ccccn1. The reactants are N1C=CC2=CC(=CC=C12)NC(OCC1=CC=CC=C1)=O (phenylmethyl (1H-indol-5-yl)carbamate), CNC (dimethylamine), C=O (formaldehyde). Solvent: C(C)O (ethanol). The product is [NH4+].[OH-] (NH4OH), CN(C)CC1=CNC2=CC=C(C=C12)NC(OCC1=CC=CC=C1)=O (phenylmethyl [3-[(dimethylamino)methyl]-1H-indol-5-yl]carbamate). Isolated yield 51.0%. As a reaction SMILES: [NH:1]1[C:9]2[C:4](=[CH:5][C:6]([NH:10][C:11](=[O:20])[O:12][CH2:13][C:14]3[CH:19]=[CH:18][CH:17]=[CH:16][CH:15]=3)=[CH:7][CH:8]=2)[CH:3]=[CH:2]1.[CH3:21][NH:22][CH3:23].[CH2:24]=O>C(O)C>[NH4+:1].[OH-:12].[CH3:21][N:22]([CH2:24][C:3]1[C:4]2[C:9](=[CH:8][CH:7]=[C:6]([NH:10][C:11](=[O:20])[O:12][CH2:13][C:14]3[CH:15]=[CH:16][CH:17]=[CH:18][CH:19]=3)[CH:5]=2)[NH:1][CH:2]=1)[CH3:23] |f:4.5|. Procedure details: To a solution of phenylmethyl (1H-indol-5-yl)carbamate (3.76 g, 14.1 mmol) in ethanol (6 mL) was added dimethylamine (1.75 mL, 40% aq solution) and formaldehyde (1.25 mL, 40% aq solution). The reaction was heated at reflux for 16 h. The solvent was removed in vacuo and the residue treated with 10% Na2CO3 solution and extracted with four portions of ethyl acetate. The combined organic extracts were washed with saturated NaCl solution, dried with Na2CO3, filtered, and concentrated in vacuo. Silica... Reactants: [Al+3], ClCCl, [Cl-], [Cl-], [Cl-], O, O=C(Cl)Cc1ccccc1, c1cnc2[nH]ccc2c1. The product is O=C(Cc1ccccc1)c1c[nH]c2ncccc12. RXN SMILES: [Al+3:11].[CH2:25]([Cl:26])[Cl:27].[Cl-:10].[Cl-:12].[Cl-:13].[OH2:24].[c:14]1([CH2:20][C:21](=[O:22])[Cl:23])[cH:15][cH:16][cH:17][cH:18][cH:19]1.[nH:1]1[cH:2][cH:3][c:4]2[c:5]1[n:6][cH:7][cH:8][cH:9]2>>[nH:1]1[cH:2][c:3]([C:21]([CH2:20][c:14]2[cH:15][cH:16][cH:17][cH:18][cH:19]2)=[O:22])[c:4]2[c:5]1[n:6][cH:7][cH:8][cH:9]2. The product is CC=1C=C2C=C(C(=NC2=CC1)C1=CC=CC=C1)CC(=O)OCC (ethyl (6-methyl-2-phenylquinolin-3-yl)acetate). Reactants: CC=1C=C2C=C(C(=NC2=CC1)C1=CC=CC=C1)CC(=O)O ((6-methyl-2-phenylquinolin-3-yl)acetic acid), CCO (EtOH). RXN SMILES: [CH3:1][C:2]1[CH:3]=[C:4]2[C:9](=[CH:10][CH:11]=1)[N:8]=[C:7]([C:12]1[CH:17]=[CH:16][CH:15]=[CH:14][CH:13]=1)[C:6]([CH2:18][C:19]([OH:21])=[O:20])=[CH:5]2.[CH3:22][CH2:23]O>S(=O)(=O)(O)O>[CH3:1][C:2]1[CH:3]=[C:4]2[C:9](=[CH:10][CH:11]=1)[N:8]=[C:7]([C:12]1[CH:17]=[CH:16][CH:15]=[CH:14][CH:13]=1)[C:6]([CH2:18][C:19]([O:21][CH2:22][CH3:23])=[O:20])=[CH:5]2. Reagents/catalysts: S(O)(O)(=O)=O (sulfuric acid). Reported procedure: 0.50 g (1.80 mmol) of 13 was dissolved in 10 ml of EtOH, one drop of conc. sulfuric acid was added, and the mixture was heated under reflux for 2 h. The solvent was removed, the residue was taken up in ethyl acetate and washed 2× with water. The organic phase was dried and evaporated. The colourless oily residue is compound 16.